From a dataset of the Open Reaction Database (ORD), a public repository of structured organic reaction records. describe an organic reaction: reactants, conditions, products, and yield Reactants: FC1=CC=C(C=C1)N1N=C(C2=CC=CC=C12)N1CCNCC1 (1-(4-fluorophenyl)-3-(1-piperazinyl)-1H-indazole), [N+](=O)([O-])NC(=O)N (nitrourea), CN(C=O)C (dimethylformamide). Run in O (water). Yields the product FC1=CC=C(C=C1)N1N=C(C2=CC=CC=C12)N1CCN(CC1)C(=O)N (4-[1-(4-fluorophenyl)-1H-indazol-3-yl]-1-piperazine carboxamide). Yield: 47.2%. As a reaction SMILES: [F:1][C:2]1[CH:7]=[CH:6][C:5]([N:8]2[C:16]3[C:11](=[CH:12][CH:13]=[CH:14][CH:15]=3)[C:10]([N:17]3[CH2:22][CH2:21][NH:20][CH2:19][CH2:18]3)=[N:9]2)=[CH:4][CH:3]=1.[N+]([NH:26][C:27](N)=[O:28])([O-])=O.CN(C)C=O>O>[F:1][C:2]1[CH:3]=[CH:4][C:5]([N:8]2[C:16]3[C:11](=[CH:12][CH:13]=[CH:14][CH:15]=3)[C:10]([N:17]3[CH2:18][CH2:19][N:20]([C:27]([NH2:26])=[O:28])[CH2:21][CH2:22]3)=[N:9]2)=[CH:6][CH:7]=1. Procedure details: A mixture of 5.0 g of 1-(4-fluorophenyl)-3-(1-piperazinyl)-1H-indazole, 5.1 g of nitrourea, and 80 ml of dimethylformamide was heated on a steam bath for 15 minutes. The reaction mixture was then poured into water and the resulting precipitate was recrystallized from ethyl acetate (2×) to yield 2.7 g (47%) of 4-[1-(4-fluorophenyl)-1H-indazol-3-yl]-1-piperazine carboxamide, m.p. 148°-150°.